Dataset: the Open Reaction Database (ORD), a public repository of structured organic reaction records. Task: describe an organic reaction: reactants, conditions, products, and yield Reactants: C1(=CC=CC=C1)C(N1CCC(CC1)=O)(C1=CC=CC=C1)C1=CC=CC=C1 (1-Triphenylmethyl-4-piperidone), COC(N(C)C)N(C)C (methoxybis(dimethylamino)methane). Product: CN(C)C=C1N(CCC(C1)=O)C(C1=CC=CC=C1)(C1=CC=CC=C1)C1=CC=CC=C1 (2-[(Dimethylamino)methylene]-1-triphenylmethyl-4-piperidone). Isolated yield 64.0%. Reaction SMILES: [C:1]1([C:7]([C:21]2[CH:26]=[CH:25][CH:24]=[CH:23][CH:22]=2)([C:15]2[CH:20]=[CH:19][CH:18]=[CH:17][CH:16]=2)[N:8]2[CH2:13][CH2:12][C:11](=[O:14])[CH2:10][CH2:9]2)[CH:6]=[CH:5][CH:4]=[CH:3][CH:2]=1.CO[CH:29](N(C)C)[N:30]([CH3:32])[CH3:31]>>[CH3:29][N:30]([CH:32]=[C:9]1[CH2:10][C:11](=[O:14])[CH2:12][CH2:13][N:8]1[C:7]([C:1]1[CH:2]=[CH:3][CH:4]=[CH:5][CH:6]=1)([C:15]1[CH:16]=[CH:17][CH:18]=[CH:19][CH:20]=1)[C:21]1[CH:22]=[CH:23][CH:24]=[CH:25][CH:26]=1)[CH3:31]. Procedure details: 1-Triphenylmethyl-4-piperidone (0.239 g, 0.70 mmol) was added to methoxybis(dimethylamino)methane (1.75 ml) and the reaction mixture was stirred at 50° for sixteen hours. Volatiles were then removed in vacuo to provide a yellow solid, which was triturated with ether, and air dried to give the title product as a light yellow solid (0.179 g, 0.45 mmol, 64% yield). Reactants: COC(C1=C(C=CC=C1)NC(=O)N1[C@@H]([C@@]([C@@H](C1)CC(C)(C)C)(C#N)C1=C(C=C(C=C1)Cl)F)C1=C(C(=CC=C1)Cl)F)=O (rac-2-{[(2S,3S,4S)-2-(3-chloro-2-fluoro-phenyl)-3-(4-chloro-2-fluoro-phenyl)-3-cyano-4-(2,2-dimethyl-propyl)-pyrrolidine-1-carbonyl]amino}-benzoic acid methyl ester), [Li+].[OH-] (LiOH). Solvent: C1CCOC1 (THF), O (water). Reaction conditions: time 23 hour. The product is ClC=1C(=C(C=CC1)[C@H]1N(C[C@H]([C@]1(C#N)C1=C(C=C(C=C1)Cl)F)CC(C)(C)C)C(=O)NC1=C(C(=O)O)C=CC=C1)F (2-{[(2S,3S,4S)-2-(3-chloro-2-fluoro-phenyl)-3-(4-chloro-2-fluoro-phenyl)-3-cyano-4-(2,2-dimethyl-propyl)-pyrrolidine-1-carbonyl]-amino}-benzoic acid). The yield is 94.8%. As a reaction SMILES: C[O:2][C:3](=[O:41])[C:4]1[CH:9]=[CH:8][CH:7]=[CH:6][C:5]=1[NH:10][C:11]([N:13]1[CH2:17][C@@H:16]([CH2:18][C:19]([CH3:22])([CH3:21])[CH3:20])[C@@:15]([C:25]2[CH:30]=[CH:29][C:28]([Cl:31])=[CH:27][C:26]=2[F:32])([C:23]#[N:24])[C@H:14]1[C:33]1[CH:38]=[CH:37][CH:36]=[C:35]([Cl:39])[C:34]=1[F:40])=[O:12].[Li+].[OH-]>C1COCC1.O>[Cl:39][C:35]1[C:34]([F:40])=[C:33]([C@@H:14]2[C@:15]([C:25]3[CH:30]=[CH:29][C:28]([Cl:31])=[CH:27][C:26]=3[F:32])([C:23]#[N:24])[C@H:16]([CH2:18][C:19]([CH3:22])([CH3:21])[CH3:20])[CH2:17][N:13]2[C:11]([NH:10][C:5]2[CH:6]=[CH:7][CH:8]=[CH:9][C:4]=2[C:3]([OH:41])=[O:2])=[O:12])[CH:38]=[CH:37][CH:36]=1 |f:1.2|. Reported procedure: To a mixture of rac-2-{[(2S,3S,4S)-2-(3-chloro-2-fluoro-phenyl)-3-(4-chloro-2-fluoro-phenyl)-3-cyano-4-(2,2-dimethyl-propyl)-pyrrolidine-1-carbonyl]amino}-benzoic acid methyl ester (53.0 mg, 0.0883 mmol, Example C3) in THF (3 mL) was added a solution of LiOH (Aldrich, 21.8 mg, 0.52 mmol) in water (2 mL) and the reaction mixture was stirred at rt for 23 hrs. The reaction mixture was partly concentrated and quenched with 1 N HCl (pH 4-5), extracted with EtOAc, and washed with water, saturated NaCl...